Dataset: the Open Reaction Database (ORD), a public repository of structured organic reaction records. Task: describe an organic reaction: reactants, conditions, products, and yield The reactants are COC(=O)CN(CCC(=O)OC(C)(C)C)c1ccc(Cl)c(Cl)c1, [K+], O=S(=O)([O-])O. The product is CC(C)(C)OC(=O)CCN(CCO)c1ccc(Cl)c(Cl)c1. As a reaction SMILES: [C:1]([CH3:2])([CH3:3])([CH3:4])[O:5][C:6]([CH2:7][CH2:8][N:9]([CH2:10][C:11](=[O:12])[O:13][CH3:14])[c:15]1[cH:16][c:17]([Cl:22])[c:18]([Cl:21])[cH:19][cH:20]1)=[O:23].[K+:29].[S:24](=[O:25])(=[O:26])([OH:27])[O-:28]>>[C:1]([CH3:2])([CH3:3])([CH3:4])[O:5][C:6]([CH2:7][CH2:8][N:9]([CH2:10][CH2:11][OH:12])[c:15]1[cH:16][c:17]([Cl:22])[c:18]([Cl:21])[cH:19][cH:20]1)=[O:23].